describe an organic reaction: reactants, conditions, products, and yield From a dataset of the Open Reaction Database (ORD), a public repository of structured organic reaction records. Starting materials: [Cr](=O)(=O)(O)O (chromic acid), ClC1=CC=C(C=C1)CCC(C(C)(N1N=CC=C1)C)O (5-(4-chlorophenyl)-2-methyl-2-(pyrazol-1-yl) -pentan-3-ol). Run in O (water), C(C)(=O)O (acetic acid), C(C)(=O)O (acetic acid), O (water). Reaction conditions: time 25 hour. The product is ClC1=CC=C(C=C1)CCC(C(C)(N1N=CC=C1)C)=O (5-(4-chloro-phenyl)-2-methyl-2-(pyrazol-1-yl)-pentan-3-one). Yield: 93.9%. Reaction SMILES: [Cr](O)(O)(=O)=O.[Cl:6][C:7]1[CH:12]=[CH:11][C:10]([CH2:13][CH2:14][CH:15]([OH:24])[C:16]([CH3:23])([N:18]2[CH:22]=[CH:21][CH:20]=[N:19]2)[CH3:17])=[CH:9][CH:8]=1>O.C(O)(=O)C>[Cl:6][C:7]1[CH:8]=[CH:9][C:10]([CH2:13][CH2:14][C:15](=[O:24])[C:16]([CH3:17])([N:18]2[CH:22]=[CH:21][CH:20]=[N:19]2)[CH3:23])=[CH:11][CH:12]=1. Reported procedure: A solution of 6.4 g (0.064 mol) of chromic acid in 5 ml of water and 20 ml of glacial acetic acid is added dropwise at 5° C. to a solution of 23.5 g (0.085 mol) of 5-(4-chlorophenyl)-2-methyl-2-(pyrazol-1-yl) -pentan-3-ol in 60 ml of glacial acetic acid in the course of one hour. The mixture is subsequently stirred for a further 25 hours at room temperature. The mixture is stirred into 2,000 ml of water and extracted five times with 200 ml of methylene chloride each time, and the solvent is remo... The reactants are CN(C(CC(C=C)(C)C)=O)C (3,3-dimethylpent-4-enoic aicd N,N-dimethylamide), C(Cl)(Cl)(Cl)Cl (carbon tetrachloride), C(C)(C)(C)OOC(C)(C)C (di-tert.-butyl peroxide), stainless steel, C(Cl)(Cl)(Cl)Cl (carbon tetrachloride). Solvent: O (water). Product: ClC(=CC1C(CC(O1)=O)(C)C)Cl (5-(2,2-dichlorovinyl)-4,4-dimethyltetrahydrofuran-2-one). The yield is 380.0%. As a reaction SMILES: CN(C)[C:3](=[O:10])[CH2:4][C:5]([CH3:9])([CH3:8])[CH:6]=[CH2:7].[C:12]([Cl:16])(Cl)(Cl)[Cl:13].C([O:21]OC(C)(C)C)(C)(C)C>O>[Cl:13][C:12]([Cl:16])=[CH:7][CH:6]1[O:21][C:3](=[O:10])[CH2:4][C:5]1([CH3:9])[CH3:8]. Reported procedure: A mixture of 40 g (0.26 mole) of 3,3-dimethylpent-4-enoic aicd N,N-dimethylamide, 231 g (1.5 moles) of carbon tetrachloride and 7 g (0.05 mole) of di-tert.-butyl peroxide is stirred for 6 hours at 140° C. in a stainless steel autoclave. 180 g (1.17 mole) of carbon tetrachloride are then distilled from the reaction mixture under reduced pressure, and the residue is stirred with 200 g of water for 1 hour at 80°-90° C. Extraction with methylene chloride, and subsequent distillation of the methylene... Starting materials: 100, ClC=1C=C2N=C3C(=NC2=CC1)NC(=N3)CC (6-chloro-2-ethyl-1H-imidazo[4,5-b]quinoxaline), C([O-])([O-])=O.[K+].[K+] (potassium carbonate), BrCC(=O)OCC (ethyl bromoacetate). Solvent: CN(C=O)C (dimethylformamide). Yields the product 63, ClC=1C=C2N=C3C(=NC2=CC1)N(C(=N3)CC)CC(=O)OCC (6-chloro-2-ethyl-1-ethoxycarbonylmethyl-1H-imidazo[4,5-b]quinoxaline). As a reaction SMILES: [Cl:1][C:2]1[CH:3]=[C:4]2[C:9](=[CH:10][CH:11]=1)[N:8]=[C:7]1[NH:12][C:13]([CH2:15][CH3:16])=[N:14][C:6]1=[N:5]2.C(=O)([O-])[O-].[K+].[K+].Br[CH2:24][C:25]([O:27][CH2:28][CH3:29])=[O:26]>CN(C)C=O>[Cl:1][C:2]1[CH:3]=[C:4]2[C:9](=[CH:10][CH:11]=1)[N:8]=[C:7]1[N:12]([CH2:24][C:25]([O:27][CH2:28][CH3:29])=[O:26])[C:13]([CH2:15][CH3:16])=[N:14][C:6]1=[N:5]2 |f:1.2.3|. Reported procedure: A mixture of 100 parts of 6-chloro-2-ethyl-1H-imidazo[4,5-b]quinoxaline, 70 parts of anhydrous potassium carbonate, 75 parts of ethyl bromoacetate, and 600 parts of anhydrous dimethylformamide was heated at 100° for 2.5 hours. The mixture was filtered and the crude product was precipitated from the filtrate by addition of 1200 parts of water, collected by filtration, washed with water, ethanol, and ether, and airdried. Recrystallization from 95% ethanol afforded 63 parts of 6-chloro-2-ethyl-1-et... Starting materials: ClN1C(CCC1=O)=O (N-chlorosuccinimide), Cl (HCl), ClC1=CC2=C(OC3=C([C@H]4N2CCC[C@H]4NC(C(F)(F)F)=O)C=CC=C3)C=C1 (trans-N-(7-chloro-2,3,4,14b-tetrahydro-1H-dibenzo[b,f]pyrido[1,2-d][1,4]oxazepin-1-yl)-2,2,2-trifluoroacetamide). The solvent is CC(=O)C (acetone). Conditions: time 18 hour. The product is ClC1=C(C=CC=2OC3=C([C@H]4N(C21)CCC[C@H]4NC(C(F)(F)F)=O)C=CC=C3)Cl (trans-N-(6,7-dichloro-2,3,4,14b-tetrahydro-1H-dibenzo[b,f]pyrido[1,2-d][1,4]oxazepin-1-yl)-2,2,2-trifluoroacetamide), ClC1=CC2=C(OC3=C([C@H]4N2CCC[C@H]4NC(C(F)(F)F)=O)C=CC=C3)C=C1Cl (trans-N-(7,8-dichloro-2,3,4,14b-tetrahydro-1H-dibenzo[b,f]pyrido[1,2-d][1,4]oxazepin-1-yl)-2,2,2-trifluoroacetamide). Yield: 7.0%. RXN SMILES: [Cl:1]N1C(=O)CCC1=O.Cl.[Cl:10][C:11]1[CH:36]=[CH:35][C:14]2[O:15][C:16]3[CH:34]=[CH:33][CH:32]=[CH:31][C:17]=3[C@@H:18]3[C@H:23]([NH:24][C:25](=[O:30])[C:26]([F:29])([F:28])[F:27])[CH2:22][CH2:21][CH2:20][N:19]3[C:13]=2[CH:12]=1>CC(C)=O>[Cl:1][C:12]1[C:13]2[N:19]3[CH2:20][CH2:21][CH2:22][C@@H:23]([NH:24][C:25](=[O:30])[C:26]([F:29])([F:28])[F:27])[C@H:18]3[C:17]3[CH:31]=[CH:32][CH:33]=[CH:34][C:16]=3[O:15][C:14]=2[CH:35]=[CH:36][C:11]=1[Cl:10].[Cl:10][C:11]1[C:36]([Cl:1])=[CH:35][C:14]2[O:15][C:16]3[CH:34]=[CH:33][CH:32]=[CH:31][C:17]=3[C@@H:18]3[C@H:23]([NH:24][C:25](=[O:30])[C:26]([F:29])([F:28])[F:27])[CH2:22][CH2:21][CH2:20][N:19]3[C:13]=2[CH:12]=1. Procedure details: N-chlorosuccinimide (6.87 mg, 0.05 mmol) and 0.5 μL 1N HCl was added to trans-N-(7-chloro-2,3,4,14b-tetrahydro-1H-dibenzo[b,f]pyrido[1,2-d][1,4]oxazepin-1-yl)-2,2,2-trifluoroacetamide (20 mg, 0.05 mmol) in 102 μL of acetone. The resulting mixture was stirred at room temperature for 18 h. No reaction was observed. The reaction was repeated under the same conditions. The resulting mixture was stirred at room temperature for 1.5 h. The organic layer was washed with saturated aq. sodium bicarbonate ... Reactants: C1(=CC=CC=C1)C (toluene), C(CC)[C@@H]1CC[C@H](CC1)[C@@H]1CC[C@H](CC1)CC=O (trans-4-(trans-4-propylcyclohexyl)-cyclohexylacetaldehyde), [Cl-].COC[P+](C1=CC=CC=C1)(C1=CC=CC=C1)C1=CC=CC=C1 (methoxymethyltriphenylphosphonium chloride), C(CC)[C@@H]1CC[C@H](CC1)[C@@H]1CC[C@H](CC1)CC=O (trans-4-(trans-4-propylcyclohexyl)cyclohexylacetaldehyde), CC(C)([O-])C.[K+] (potassium t-butoxide). Run in O (water), C(C)(C)(C)OC (methyl t-butyl ether), C(C)(C)(C)OC (methyl t-butyl ether). Reaction conditions: time 1 day. Yields the product COC=CC[C@@H]1CC[C@H](CC1)[C@@H]1CC[C@H](CC1)CCC (trans-1-(3-methoxy-2-propenyl)-4-(trans-4-propylcyclohexyl)cyclohexane). Yield: 76.5%. RXN SMILES: [Cl-].COC[P+]([C:18]1[CH:23]=[CH:22]C=CC=1)(C1C=CC=CC=1)C1C=CC=CC=1.C[C:25](C)([O-:27])C.[K+].[CH2:30]([C@H:33]1[CH2:38][CH2:37][C@H:36]([C@H:39]2[CH2:44][CH2:43][C@H:42](CC=O)[CH2:41][CH2:40]2)[CH2:35][CH2:34]1)[CH2:31][CH3:32].C1(C)C=CC=CC=1>C(OC)(C)(C)C.O>[CH3:25][O:27][CH:22]=[CH:23][CH2:18][C@H:42]1[CH2:41][CH2:40][C@H:39]([C@H:36]2[CH2:35][CH2:34][C@H:33]([CH2:30][CH2:31][CH3:32])[CH2:38][CH2:37]2)[CH2:44][CH2:43]1 |f:0.1,2.3|. Procedure details: Commerically available methoxymethyltriphenylphosphonium chloride (102.7 g, 0.300 mol) was added to methyl t-butyl ether (1 l), followed by adding potassium t-butoxide (33.7g, 0.300 mol) in argon atmosphere at -10° C. in 10 minutes with stirring, agitating the reaction mixture at 0° C. for one hour, dropwise adding a solution of trans-4-(trans-4-propylcyclohexyl)cyclohexylacetaldehyde (50 g, 0.200 mol) prepared in item (ii) of Example 7, in methyl t-butyl ether (200 ml), at -10° C. in 15 minutes... The reactants are CC(C)=O, COP(=O)(CC(=O)COc1cccnc1)OC, CCOC(=O)CCc1ccncc1. Yields the product COP(=O)(CC(=O)CCc1ccncc1)OC. As a reaction SMILES: [CH3:31][C:32](=[O:33])[CH3:34].[O:1]=[C:2]([CH2:3][P:4]([O:5][CH3:6])([O:7][CH3:8])=[O:9])[CH2:10][O:11][c:12]1[cH:13][n:14][cH:15][cH:16][cH:17]1.[n:18]1[cH:19][cH:20][c:21]([CH2:24][CH2:25][C:26]([O:28][CH2:27][CH3:29])=[O:30])[cH:22][cH:23]1>>[CH2:3]([P:4]([O:5][CH3:6])([O:7][CH3:8])=[O:9])[C:26]([CH2:25][CH2:24][c:21]1[cH:20][cH:19][n:18][cH:23][cH:22]1)=[O:28]. Reactants: [N+](=O)([O-])C1=C(C=CC=C1)S(=O)(=O)N1CC=2C=CC=C(CN(CCCNCC1)S(=O)(=O)C1=C(C=CC=C1)[N+](=O)[O-])N2 (3,10-bis (2-nitrobenzenesulfonyl)-3,6,10,16-tetraazabicyclo-[10.3.1]hexadeca-1(16),12,14-triene), C1=C(C=CC=2C(C3=CC=CC=C3C(C12)=O)=O)C(=O)O (anthraquinone-2-carboxylic acid), C1CCC(CC1)N=C=NC2CCCCC2 (DCC), C=1C=CC2=C(C1)N=NN2O (HOBT), CN1CCOCC1 (4-methylmorpholine). Run in C1CCOC1 (THF), CN(C)C=O (DMF). Product: C1(=CC=CC=2C(C3=CC=CC=C3C(C12)=O)=O)C(=O)N1CCN(CC=2C=CC=C(CN(CCC1)S(=O)(=O)C1=C(C=CC=C1)[N+](=O)[O-])N2)S(=O)(=O)C2=C(C=CC=C2)[N+](=O)[O-] (6-(1-Anthraquinonecarbonyl)-3,10-bis (2-nitrobenzenesulfonyl)-3,6,10,16-tetraazabicylo[10.3.1]hexadeca-1(16),12,14-triene). The yield is 75.6%. As a reaction SMILES: [N+:1]([C:4]1[CH:9]=[CH:8][CH:7]=[CH:6][C:5]=1[S:10]([N:13]1[CH2:27][CH2:26][NH:25][CH2:24][CH2:23][CH2:22][N:21]([S:28]([C:31]2[CH:36]=[CH:35][CH:34]=[CH:33][C:32]=2[N+:37]([O-:39])=[O:38])(=[O:30])=[O:29])[CH2:20][C:19]2[N:40]=[C:15]([CH:16]=[CH:17][CH:18]=2)[CH2:14]1)(=[O:12])=[O:11])([O-:3])=[O:2].[CH:41]1[C:54]2[C:53](=[O:55])[C:52]3[C:47](=[CH:48][CH:49]=[CH:50][CH:51]=3)[C:46](=[O:56])[C:45]=2[CH:44]=[CH:43][C:42]=1C(O)=O.C1CCC(N=C=NC2CCCCC2)CC1.C1C=CC2N(O)N=NC=2C=1.CN1CC[O:89][CH2:88]C1>C1COCC1.CN(C=O)C>[C:44]1([C:88]([N:25]2[CH2:24][CH2:23][CH2:22][N:21]([S:28]([C:31]3[CH:36]=[CH:35][CH:34]=[CH:33][C:32]=3[N+:37]([O-:39])=[O:38])(=[O:30])=[O:29])[CH2:20][C:19]3[N:40]=[C:15]([CH:16]=[CH:17][CH:18]=3)[CH2:14][N:13]([S:10]([C:5]3[CH:6]=[CH:7][CH:8]=[CH:9][C:4]=3[N+:1]([O-:3])=[O:2])(=[O:12])=[O:11])[CH2:27][CH2:26]2)=[O:89])[C:45]2[C:46](=[O:56])[C:47]3[C:52](=[CH:51][CH:50]=[CH:49][CH:48]=3)[C:53](=[O:55])[C:54]=2[CH:41]=[CH:42][CH:43]=1. Procedure: The title compound was prepared following the procedures illustrated above in Example 75 using 3,10-bis (2-nitrobenzenesulfonyl)-3,6,10,16-tetraazabicyclo-[10.3.1]hexadeca-1(16),12,14-triene (1.0 g, 1.7 mmol), anthraquinone-2-carboxylic acid (0.43 g, 1.7 mmol), DCC (0.35 g, 1.7 mmol), HOBT (0.23 g, 1.7 mmol) and 4-methylmorpholine (0.25 g, 2.5 mmol) in 10 mL of anhydrous THF and 20 mL of anhydrous DMF in 56 h. The compound was purified by flash chromatography on a silica gel column using 200:1 C...